This data is from the Open Reaction Database (ORD), a public repository of structured organic reaction records. The task is: describe an organic reaction: reactants, conditions, products, and yield Reactants: COc1cc(Br)cc(C)c1C(N)=O, ClCCl, O=NOS(=O)(=O)O, O. Yields the product COc1cc(Br)cc(C)c1C(=O)O. Reaction SMILES: [Br:1][c:2]1[cH:3][c:4]([O:12][CH3:13])[c:5]([C:6](=[O:7])[NH2:8])[c:9]([CH3:11])[cH:10]1.[Cl:21][CH2:22][Cl:23].[N:14](=[O:15])[O:16][S:17](=[O:18])(=[O:19])[OH:20].[OH2:24]>>[Br:1][c:2]1[cH:3][c:4]([O:12][CH3:13])[c:5]([C:6](=[O:7])[OH:15])[c:9]([CH3:11])[cH:10]1. Reactants: CC(C(=O)OCC)(CCC1=CC=C(C=C1)OC1=CC=CC=C1)S(=O)(=O)C (ethyl 2-methyl-2-(methylsulfonyl)-4-(4-phenoxyphenyl)butanoate), O.[OH-].[Li+] (lithium hydroxide monohydrate), O (water). Solvent: O1CCCC1.CO (tetrahyrofuran methanol), Cl (HCl). Conditions: time 8 hour. Yields the product CC(C(=O)O)(CCC1=CC=C(C=C1)OC1=CC=CC=C1)S(=O)(=O)C (2-methyl-2-(methylsulfonyl)-4-(4-phenoxyphenyl)butanoic acid). As a reaction SMILES: [CH3:1][C:2]([S:23]([CH3:26])(=[O:25])=[O:24])([CH2:8][CH2:9][C:10]1[CH:15]=[CH:14][C:13]([O:16][C:17]2[CH:22]=[CH:21][CH:20]=[CH:19][CH:18]=2)=[CH:12][CH:11]=1)[C:3]([O:5]CC)=[O:4].O.[OH-].[Li+].O>O1CCCC1.CO.Cl>[CH3:1][C:2]([S:23]([CH3:26])(=[O:24])=[O:25])([CH2:8][CH2:9][C:10]1[CH:15]=[CH:14][C:13]([O:16][C:17]2[CH:22]=[CH:21][CH:20]=[CH:19][CH:18]=2)=[CH:12][CH:11]=1)[C:3]([OH:5])=[O:4] |f:1.2.3,5.6|. Procedure details: To a solution of ethyl 2-methyl-2-(methylsulfonyl)-4-(4-phenoxyphenyl)butanoate (312 mg, 0.829 mmol) in tetrahyrofuran/methanol (4:1, 10 mL) was added a solution of lithium hydroxide monohydrate in water (1.66 M, 3.32 mmol). The mixture was stirred at ambient temperature overnight. The mixture was diluted with aqueous HCl (1 N in water) and extracted with ether 2×. The combined organic extracts were washed with water, dried over magnesium sulfate, filtered and concentrated to dryness to afford 2...